From a dataset of the Open Reaction Database (ORD), a public repository of structured organic reaction records. describe an organic reaction: reactants, conditions, products, and yield Reactants: BrC=1C=C2C=CC(=CC2=CC1)O[Si](C)(C)C(C)(C)C ((6-bromonaphthalen-2-yloxy)(tert-butyl)dimethylsilane), [Li]CCCC (n-BuLi), CN(C)C=O (DMF). Solvent: C1CCOC1 (THF). Run at time 30 minute. Yields the product [Si](C)(C)(C(C)(C)C)OC=1C=C2C=CC(=CC2=CC1)C=O (6-(tert-butyldimethylsilyloxy)-2-naphthaldehyde). The yield is 76.8%. Reaction SMILES: Br[C:2]1[CH:3]=[C:4]2[C:9](=[CH:10][CH:11]=1)[CH:8]=[C:7]([O:12][Si:13]([C:16]([CH3:19])([CH3:18])[CH3:17])([CH3:15])[CH3:14])[CH:6]=[CH:5]2.[Li]CCCC.CN([CH:28]=[O:29])C>C1COCC1>[Si:13]([O:12][C:7]1[CH:8]=[C:9]2[C:4](=[CH:5][CH:6]=1)[CH:3]=[C:2]([CH:28]=[O:29])[CH:11]=[CH:10]2)([C:16]([CH3:19])([CH3:18])[CH3:17])([CH3:15])[CH3:14]. Reported procedure: To a solution of (6-bromonaphthalen-2-yloxy)(tert-butyl)dimethylsilane (4 g, 0.01 mol, 1.0 equiv) in dry THF (30 mL) at −78° C. under N2 atmosphere was added n-BuLi (2.5 M, 12 mL, 3.0 equiv) dropwise and stirred for 30 min. Then DMF (7.3 g, 0.1 mol, 10 equiv) was added and stirred for another 1 h, then quenched with water, extracted with ethyl acetate and washed with brine, dried over Na2SO4 and concentrated to obtain crude product. The crude product was purified by silica gel chromatography (PE... Starting materials: [OH-].[Na+] (NaOH), Cl (HCl), C(C)OC(CC(=O)[C@@H]1C[C@@H](N(CC1)C(=O)OC)C1=C(C=C(C=C1)C(F)(F)F)C)=O (Cis-methyl 4-(3-ethoxy-3-oxopropanoyl)-2-(2-methyl-4-(trifluoromethyl)phenyl)piperidine-1-carboxylate), NO (Hydroxylamine). Solvent: O (water), CO (MeOH). Reaction conditions: temperature -40 celsius, time 40 minute. Yields the product CC1=C(C=CC(=C1)C(F)(F)F)[C@@H]1N(CC[C@@H](C1)C1=CC(NO1)=O)C(=O)OC (Cis-methyl 2-(2-methyl-4-(trifluoromethyl)phenyl)-4-(3-oxo-2,3-dihydroisoxazol-5-yl)piperidine-1-carboxylate). Yield: 55.1%. RXN SMILES: C([O:3][C:4](=O)[CH2:5][C:6]([C@H:8]1[CH2:13][CH2:12][N:11]([C:14]([O:16][CH3:17])=[O:15])[C@@H:10]([C:18]2[CH:23]=[CH:22][C:21]([C:24]([F:27])([F:26])[F:25])=[CH:20][C:19]=2[CH3:28])[CH2:9]1)=[O:7])C.[OH-].[Na+].[NH2:32]O.Cl>CO.O>[CH3:28][C:19]1[CH:20]=[C:21]([C:24]([F:27])([F:26])[F:25])[CH:22]=[CH:23][C:18]=1[C@H:10]1[CH2:9][C@@H:8]([C:6]2[O:7][NH:32][C:4](=[O:3])[CH:5]=2)[CH2:13][CH2:12][N:11]1[C:14]([O:16][CH3:17])=[O:15] |f:1.2|. Procedure details: Cis-methyl 4-(3-ethoxy-3-oxopropanoyl)-2-(2-methyl-4-(trifluoromethyl)phenyl)piperidine-1-carboxylate (6.28 g, 15.12 mmol) was dissolved in MeOH (60 mL) and cooled to −40° C. 3.8 M NaOH (3.98 mL, 15.12 mmol) was dissolved in water (6 mL) and added to the mixture and the reaction stirred at −40° C. for 40 min. Hydroxylamine (50% by weight in water, 0.926 mL, 15.12 mmol) was added and stirring continued for 3.5 h at −40° C. The reaction mixture was then added to a preheated 80° C. warm solution of... Procedure: With 800 mg of [5-chloro-3-(2-methoxyphenyl)-2-oxo-2,3-dihydro-1H-indol-3-yl]acetic acid, which is the compound described in Preparation 1.1 of the brochure Publication No. WO03/008407, and 433 mg of 1-pyridin-2-ylpiperazine as starting materials, 1.00 g of the title compound (colorless solid) was obtained by a similar method to Step 45-1. RXN SMILES: [Cl:1][C:2]1[CH:3]=[C:4]2[C:8](=[CH:9][CH:10]=1)[NH:7][C:6](=[O:11])[C:5]2([CH2:20][C:21](O)=[O:22])[C:12]1[CH:17]=[CH:16][CH:15]=[CH:14][C:13]=1[O:18][CH3:19].[N:24]1[CH:29]=[CH:28][CH:27]=[CH:26][C:25]=1[N:30]1[CH2:35][CH2:34][NH:33][CH2:32][CH2:31]1>>[Cl:1][C:2]1[CH:3]=[C:4]2[C:8](=[CH:9][CH:10]=1)[NH:7][C:6](=[O:11])[C:5]2([C:12]1[CH:17]=[CH:16][CH:15]=[CH:14][C:13]=1[O:18][CH3:19])[CH2:20][C:21](=[O:22])[N:33]1[CH2:34][CH2:35][N:30]([C:25]2[CH:26]=[CH:27][CH:28]=[CH:29][N:24]=2)[CH2:31][CH2:32]1. Isolated yield 86.9%. Yields the product ClC=1C=C2C(C(NC2=CC1)=O)(CC(N1CCN(CC1)C1=NC=CC=C1)=O)C1=C(C=CC=C1)OC (5-chloro-3-(2-methoxyphenyl)-3-[2-oxo-2-(4-pyridin-2-ylpiperazin-1-yl)ethyl]-1,3-dihydro-2H-indol-2-one). The reactants are ClC=1C=C2C(C(NC2=CC1)=O)(C1=C(C=CC=C1)OC)CC(=O)O ([5-chloro-3-(2-methoxyphenyl)-2-oxo-2,3-dihydro-1H-indol-3-yl]acetic acid), N1=C(C=CC=C1)N1CCNCC1 (1-pyridin-2-ylpiperazine). The reactants are O (water), ClC1=CC=C(C=C1)C(C(C)(N1CCOCC1)C)=O (1-(4-chlorophenyl)-2-methyl-2-morpholin-4-yl-propan-1-one), C(CCCS)S (1,4-butanedithiol), C([O-])([O-])=O.[K+].[K+] (potassium carbonate). The solvent is CC(=O)N(C)C (dimethylacetamide). Product: SCCCCSC1=CC=C(C=C1)C(C(C)(N1CCOCC1)C)=O (1-[4-(4-Mercaptobutylthio)-phenyl]-2-methyl-2-morpholin-4-yl-propan-1-one). RXN SMILES: Cl[C:2]1[CH:7]=[CH:6][C:5]([C:8](=[O:18])[C:9]([CH3:17])([N:11]2[CH2:16][CH2:15][O:14][CH2:13][CH2:12]2)[CH3:10])=[CH:4][CH:3]=1.[CH2:19]([SH:24])[CH2:20][CH2:21][CH2:22][SH:23].C(=O)([O-])[O-].[K+].[K+].O>CC(N(C)C)=O>[SH:23][CH2:22][CH2:21][CH2:20][CH2:19][S:24][C:2]1[CH:7]=[CH:6][C:5]([C:8](=[O:18])[C:9]([CH3:17])([N:11]2[CH2:16][CH2:15][O:14][CH2:13][CH2:12]2)[CH3:10])=[CH:4][CH:3]=1 |f:2.3.4|. Reported procedure: 40 g (0.15 mol) of 1-(4-chlorophenyl)-2-methyl-2-morpholin-4-yl-propan-1-one and 109 g (0.89 mol) of 1,4-butanedithiol are dissolved in 300 ml of dimethylacetamide, and the solution is stirred at around 100° C. together with 41 g of potassium carbonate for 5 h. Then the solution is cooled to room temperature and poured into water. The crude product is extracted with ethyl acetate, washed with saturated sodium chloride solution, dried over MgSO4, and concentrated. The residue is purified by colum... Starting materials: BrCC=1C=C(C(=NC1)Cl)Cl (5-Bromomethyl-2,3-dichloro-pyridine), C1(C=2C(C(N1)=O)=CC=CC2)=O.[K] (potassium phthalimide), O (Water). Run in CN(C)C=O (DMF). Conditions: time 30 minute. The product is ClC=1C=C(C=NC1Cl)CN1C(C2=CC=CC=C2C1=O)=O (2-(5,6-Dichloro-pyridin-3-ylmethyl)-isoindole-1,3-dione). Reaction SMILES: Br[CH2:2][C:3]1[CH:4]=[C:5]([Cl:10])[C:6]([Cl:9])=[N:7][CH:8]=1.[C:11]1(=[O:21])[NH:15][C:14](=[O:16])[C:13]2=[CH:17][CH:18]=[CH:19][CH:20]=[C:12]12.[K].O>CN(C=O)C>[Cl:10][C:5]1[CH:4]=[C:3]([CH2:2][N:15]2[C:11](=[O:21])[C:12]3[C:13](=[CH:17][CH:18]=[CH:19][CH:20]=3)[C:14]2=[O:16])[CH:8]=[N:7][C:6]=1[Cl:9] |f:1.2,^1:21|. Procedure: A mixture of 5-bromomethyl-2,3-dichloro-pyridine from step (a) above (121 mg, 0.5 mmol) and potassium phthalimide (139 mg, 0.75 mmol, Aldrich) in DMF (1 mL) was stirred at room temperature for 30 min. Water (5 mL) was added and the mixture was extracted with EtOAc (2×20 mL). The combined organic extracts were washed with water (5 mL) and brine (5 mL), dried over Na2SO4, and filtered. The filtrate was evaporated in vacuo and the residue was suspended in 20% EtOAc/hexane, and filtered. The solid w... Starting materials: OC1=C(C=C(C=C1)CCCC1C(NC(O1)=O)=O)OC (5-[3-(4-hydroxy-3-methoxyphenyl)propyl]-2,4-oxazolidinedione), ClCC1=NC(=NO1)C1=CC=CC=C1 (5-chloromethyl-3-phenyl-1,2,4-oxadiazole). The product is COC=1C=C(C=CC1OCC1=NC(=NO1)C1=CC=CC=C1)CCCC1C(NC(O1)=O)=O (5-[3-[3-methoxy-4-(3-phenyl-1,2,4-oxadiazol-5-ylmethoxy)phenyl]propyl]-2,4-oxazolidinedione). RXN SMILES: [OH:1][C:2]1[CH:7]=[CH:6][C:5]([CH2:8][CH2:9][CH2:10][CH:11]2[O:15][C:14](=[O:16])[NH:13][C:12]2=[O:17])=[CH:4][C:3]=1[O:18][CH3:19].Cl[CH2:21][C:22]1[O:26][N:25]=[C:24]([C:27]2[CH:32]=[CH:31][CH:30]=[CH:29][CH:28]=2)[N:23]=1>>[CH3:19][O:18][C:3]1[CH:4]=[C:5]([CH2:8][CH2:9][CH2:10][CH:11]2[O:15][C:14](=[O:16])[NH:13][C:12]2=[O:17])[CH:6]=[CH:7][C:2]=1[O:1][CH2:21][C:22]1[O:26][N:25]=[C:24]([C:27]2[CH:28]=[CH:29][CH:30]=[CH:31][CH:32]=2)[N:23]=1. Procedure: In substantially the same manner as in Working Example 9, 5-[3-(4-hydroxy-3-methoxyphenyl)propyl]-2,4-oxazolidinedione was reacted with 5-chloromethyl-3-phenyl-1,2,4-oxadiazole to obtain 5-[3-[3-methoxy-4-(3-phenyl-1,2,4-oxadiazol-5-ylmethoxy)phenyl]propyl]-2,4-oxazolidinedione, which was recrystallized from ethyl acetate-hexane to give colorless prisms, m.p.110-111° C.